From a dataset of the Open Reaction Database (ORD), a public repository of structured organic reaction records. describe an organic reaction: reactants, conditions, products, and yield Starting materials: ClC=1C=C(CNC2=NC(=NC(=C2C(=O)OC)OC)SC)C=CC1OC (4-(3-chloro-4-methoxybenzylamino)-5-methoxycarbonyl-6-methoxy-2-methylthiopyrimidine), C(CC(O)(C(=O)O)CC(=O)O)(=O)O (citric acid), ( 1 ), [OH-].[Na+] (sodium hydroxide), O (water). Run in CS(=O)C (dimethyl sulfoxide). The product is ClC=1C=C(CNC2=NC(=NC(=C2C(=O)O)OC)SC)C=CC1OC (4-(3-chloro-4-methoxybenzylamino)-5-carboxy-6-methoxy-2-methylthiopyrimidine). RXN SMILES: [Cl:1][C:2]1[CH:3]=[C:4]([CH:21]=[CH:22][C:23]=1[O:24][CH3:25])[CH2:5][NH:6][C:7]1[C:12]([C:13]([O:15]C)=[O:14])=[C:11]([O:17][CH3:18])[N:10]=[C:9]([S:19][CH3:20])[N:8]=1.[OH-].[Na+].O.C(O)(=O)CC(CC(O)=O)(C(O)=O)O>CS(C)=O>[Cl:1][C:2]1[CH:3]=[C:4]([CH:21]=[CH:22][C:23]=1[O:24][CH3:25])[CH2:5][NH:6][C:7]1[C:12]([C:13]([OH:15])=[O:14])=[C:11]([O:17][CH3:18])[N:10]=[C:9]([S:19][CH3:20])[N:8]=1 |f:1.2|. Reported procedure: A mixture of 4-(3-chloro-4-methoxybenzylamino)-5-methoxycarbonyl-6-methoxy-2-methylthiopyrimidine (prepared in the above (1)) 271 mg, a 2.0M aqueous sodium hydroxide solution 3.53 ml, water 2 ml and dimethyl sulfoxide 6 ml is stirred at 65° C. for 14 hours. After cooling the reaction mixture is neutralized with a 10% aqueous citric acid solution and extracted with ethyl acetate. The ethyl acetate layer is washed, dried and concentrated in vacuo and the resulting powder is triturated with isoprop... Reactants: B, CN(C)c1ccc(-c2ccc(Br)cc2)c(C(=O)O)c1, C1CCOC1, CCOC(C)=O, C1CCOC1. Product: CN(C)c1ccc(-c2ccc(Br)cc2)c(CO)c1. As a reaction SMILES: [BH3:25].[Br:1][c:2]1[cH:3][cH:4][c:5](-[c:8]2[c:9]([C:17](=[O:18])[OH:19])[cH:10][c:11]([N:14]([CH3:15])[CH3:16])[cH:12][cH:13]2)[cH:6][cH:7]1.[CH2:26]1[O:27][CH2:28][CH2:29][CH2:30]1.[CH3:31][CH2:32][O:33][C:34]([CH3:35])=[O:36].[O:20]1[CH2:21][CH2:22][CH2:23][CH2:24]1>>[Br:1][c:2]1[cH:3][cH:4][c:5](-[c:8]2[c:9]([CH2:17][OH:18])[cH:10][c:11]([N:14]([CH3:15])[CH3:16])[cH:12][cH:13]2)[cH:6][cH:7]1. Yields the product CC1(OC(C(C1=S)=CNC)(C)C)C (dihydro-2,2,5,5-tetramethyl-4-methylaminomethylene-3(2H)furanthione). Isolated yield 133.4%. Run at time 30 minute. Solvent: COCCOC (DME). Reactants: CC1(OC(C(C1=O)=CNC)(C)C)C (dihydro-2,2,5,5-tetramethyl-4-methylaminomethylene-3(2H)furanone), COC=1C=CC(=CC1)P2(=S)SP(=S)(S2)C=3C=CC(=CC3)OC (Lawesson's Reagent). RXN SMILES: [CH3:1][C:2]1([CH3:13])[C:6](=O)[C:5](=[CH:8][NH:9][CH3:10])[C:4]([CH3:12])([CH3:11])[O:3]1.COC1C=CC(P2(SP(C3C=CC(OC)=CC=3)(=S)S2)=[S:23])=CC=1>COCCOC>[CH3:1][C:2]1([CH3:13])[C:6](=[S:23])[C:5](=[CH:8][NH:9][CH3:10])[C:4]([CH3:12])([CH3:11])[O:3]1. Procedure details: A mixture of dihydro-2,2,5,5-tetramethyl-4-methylaminomethylene-3(2H)furanone (3.2 g, 18 mmol) and Lawesson's Reagent (3.8 g, 9.4 mmol) in 40 mL of DME was stirred for 30 min. at room temperature. The solvents were evaporated from the homogeneous orange solution. The residue was taken up in a small volume of methylene chloride and eluted through a short column of 1/1 silica gel/basic alumina with methylene chloride. The solvent was evaporated to leave a yellow solid. Recrystallization from CH2Cl... Starting materials: BrC1=C(N=C(N=N1)N)C1=CC=CC=C1 (6-bromo-5-phenyl-1,2,4-triazin-3-amine), CC=1C=C(C=CC1C)B(O)O (3,4-dimethylphenylboronic acid). The product is CC=1C=C(C=CC1C)C1=C(N=C(N=N1)N)C1=CC=CC=C1 (6-(3,4-Dimethylphenyl)-5-phenyl-1,2,4-triazin-3-amine). Yield: 66.6%. Reaction SMILES: Br[C:2]1[N:7]=[N:6][C:5]([NH2:8])=[N:4][C:3]=1[C:9]1[CH:14]=[CH:13][CH:12]=[CH:11][CH:10]=1.[CH3:15][C:16]1[CH:17]=[C:18](B(O)O)[CH:19]=[CH:20][C:21]=1[CH3:22]>>[CH3:15][C:16]1[CH:17]=[C:18]([C:2]2[N:7]=[N:6][C:5]([NH2:8])=[N:4][C:3]=2[C:9]2[CH:14]=[CH:13][CH:12]=[CH:11][CH:10]=2)[CH:19]=[CH:20][C:21]=1[CH3:22]. Reported procedure: 6-(3,4-Dimethylphenyl)-5-phenyl-1,2,4-triazin-3-amine (55 mg, 67%) was prepared from 6-bromo-5-phenyl-1,2,4-triazin-3-amine (75 mg, 0.299 mmol) and 3,4-dimethylphenylboronic acid (51.5 mg, 0.344 mmol) according to the general procedure of Example 1.